From a dataset of the Open Reaction Database (ORD), a public repository of structured organic reaction records. describe an organic reaction: reactants, conditions, products, and yield Reactants: ClC=1N=C(C=2C(N1)=CSC2)Cl (2,4-dichloro-thieno[3,4-d]pyrimidine), C(C)(C)N (isopropylamine). Run in C(C)O (ethyl alcohol). Yields the product ClC=1N=C(C=2C(N1)=CSC2)NC(C)C (2-chloro-4-isopropylamino-thieno[3,4-d]pyrimidine). The yield is 97.8%. Reaction SMILES: [Cl:1][C:2]1[N:3]=[C:4](Cl)[C:5]2[C:6](=[CH:8][S:9][CH:10]=2)[N:7]=1.[CH:12]([NH2:15])([CH3:14])[CH3:13]>C(O)C>[Cl:1][C:2]1[N:3]=[C:4]([NH:15][CH:12]([CH3:14])[CH3:13])[C:5]2[C:6](=[CH:8][S:9][CH:10]=2)[N:7]=1. Reported procedure: 45 g (0.22 moles) of 2,4-dichloro-thieno[3,4-d]pyrimidine are suspended in 1800 ml of absolute ethyl alcohol. To the cooled mixture 28.5 g (0.48 moles) of isopropylamine are added drop by drop whilst agitating vigorously and maintaining the temperature at between 0° and 5°C. A clear solution is obtained which is agitated for a further hour at ambient temperature. The solution is concentrated, making sure that the temperature of the bath does not exceed 30°C. The syrupy residue is poured into ice... Reactants: N1(N=CN=C1)C1=CC=C(C=O)C=C1 (4-(1H-1,2,4-triazol-1-yl)-benzaldehyde), N1(N=CC=C1)C1=CC=C(C=O)C=C1 (4-(1H-pyrazol-1-yl)-benzaldehyde). The product is N1(N=CN=C1)C1=CC=C(C=C1)C=CC=O (3-[4-(1H-1,2,4-Triazol-1-yl)phenyl]-2-propenal). As a reaction SMILES: [N:1]1([C:6]2[CH:13]=[CH:12][C:9]([CH:10]=O)=[CH:8][CH:7]=2)[CH:5]=[N:4][CH:3]=[N:2]1.N1(C2C=C[C:22]([CH:23]=[O:24])=CC=2)C=CC=N1>>[N:1]1([C:6]2[CH:13]=[CH:12][C:9]([CH:10]=[CH:22][CH:23]=[O:24])=[CH:8][CH:7]=2)[CH:5]=[N:4][CH:3]=[N:2]1. Procedure details: The title compound was prepared by a procedure analogous to Reference Example 30 by substituting 4-(1H-1,2,4-triazol-1-yl)-benzaldehyde (prepared as described in J. Med Chem. 1998, 41, 2390) for the 4-(1H-pyrazol-1-yl)-benzaldehyde of Reference Example 30. MS 200 (M+H)+. Starting materials: COC=1C=C(N)C=CC1OCCC1OCCC1 (3-methoxy-4-(2-(tetrahydrofuran-2-yl)ethoxy)aniline), ClC1=CC=C(C=C1)C=1C=C(NC1)C(=O)O (4-(4-chlorophenyl)-1H-pyrrole-2-carboxylic acid). Product: ClC1=CC=C(C=C1)C=1C=C(NC1)C(=O)NC1=CC(=C(C=C1)OCCC1OCCC1)OC (4-(4-chlorophenyl)-N-(3-methoxy-4-(2-(tetrahydrofuran-2-yl)ethoxy)phenyl)-1H-pyrrole-2-carboxamide). Isolated yield 98.0%. RXN SMILES: [CH3:1][O:2][C:3]1[CH:4]=[C:5]([CH:7]=[CH:8][C:9]=1[O:10][CH2:11][CH2:12][CH:13]1[CH2:17][CH2:16][CH2:15][O:14]1)[NH2:6].[Cl:18][C:19]1[CH:24]=[CH:23][C:22]([C:25]2[CH:26]=[C:27]([C:30](O)=[O:31])[NH:28][CH:29]=2)=[CH:21][CH:20]=1>>[Cl:18][C:19]1[CH:24]=[CH:23][C:22]([C:25]2[CH:26]=[C:27]([C:30]([NH:6][C:5]3[CH:7]=[CH:8][C:9]([O:10][CH2:11][CH2:12][CH:13]4[CH2:17][CH2:16][CH2:15][O:14]4)=[C:3]([O:2][CH3:1])[CH:4]=3)=[O:31])[NH:28][CH:29]=2)=[CH:21][CH:20]=1. Reported procedure: Acylation of 3-methoxy-4-(2-(tetrahydrofuran-2-yl)ethoxy)aniline from step A with 4-(4-chlorophenyl)-1H-pyrrole-2-carboxylic acid to generate the title compound in 98% yield was achieved via the procedure described in step C of Example 1. The crude product was used for next step without further purification.